Dataset: the Open Reaction Database (ORD), a public repository of structured organic reaction records. Task: describe an organic reaction: reactants, conditions, products, and yield Reactants: OC[C@H]1N(CCC1)C(=O)OC(C)(C)C ((S)-2-(hydroxymethyl)-1-pyrrolidinecarboxylic acid, 1,1-dimethylethyl ester), C(C(=O)Cl)(=O)Cl (oxalyl chloride), CS(=O)C (DMSO), CCOC(=O)C (EtOAc). Solvent: C(Cl)Cl (CH2Cl2), CCCCCC (hexane), C(Cl)Cl (CH2Cl2). Reaction conditions: temperature -74 celsius, time 40 minute. The product is C(=O)[C@H]1N(CCC1)C(=O)OC(C)(C)C ((S)-2-Formyl-1-pyrrolidinecarboxylic acid, 1,1-dimethylethyl ester). Isolated yield 84.0%. Reaction SMILES: C(Cl)(=O)C(Cl)=O.CS(C)=O.[OH:11][CH2:12][C@@H:13]1[CH2:17][CH2:16][CH2:15][N:14]1[C:18]([O:20][C:21]([CH3:24])([CH3:23])[CH3:22])=[O:19].CCOC(C)=O>C(Cl)Cl.CCCCCC>[CH:12]([C@@H:13]1[CH2:17][CH2:16][CH2:15][N:14]1[C:18]([O:20][C:21]([CH3:24])([CH3:23])[CH3:22])=[O:19])=[O:11]. Reported procedure: To a solution of oxalyl chloride (28 mL, 56.2 mmol) in 14 mL dry CH2Cl2 cooled at -78° C. (a dry ice acetone bath) was added 12 mL dry DMSO over 40 minutes. The reaction was stirred at -74° C. for additional 40 minutes and (S)-2-(hydroxymethyl)-1-pyrrolidinecarboxylic acid, 1,1-dimethylethyl ester, (5.40 g, 26.86 mmol) in 14 mL CH2Cl2 was added dropwise at -65° C. over 30 minutes. The reaction stirred additional 20 minutes at room temperature and partitioned between Et2O and H2O. The Et2O layer ... The reactants are [N+](=O)([O-])C=C(NCCSCC1=C(N=CN1)C)SC (1-nitro-2-methylthio-2-[2-((4-methyl-5-imidazolyl)methylthio)ethylamino]ethylene), NCCSCC=1SC=CN1 (2-[(2-aminoethyl)thiomethyl]thiazole). Run in C(C)#N (acetonitrile). Yields the product [N+](=O)([O-])C=C(NCCSCC=1SC=CN1)NCCSCC1=C(N=CN1)C (1-nitro-2-[2-((4-methyl-5-imidazolyl)methylthio)ethylamino]-2-[2-(2-thiazolylmethylthio)ethylamino]ethylene). RXN SMILES: [N+:1]([CH:4]=[C:5](SC)[NH:6][CH2:7][CH2:8][S:9][CH2:10][C:11]1[NH:15][CH:14]=[N:13][C:12]=1[CH3:16])([O-:3])=[O:2].[NH2:19][CH2:20][CH2:21][S:22][CH2:23][C:24]1[S:25][CH:26]=[CH:27][N:28]=1>C(#N)C>[N+:1]([CH:4]=[C:5]([NH:6][CH2:7][CH2:8][S:9][CH2:10][C:11]1[NH:15][CH:14]=[N:13][C:12]=1[CH3:16])[NH:19][CH2:20][CH2:21][S:22][CH2:23][C:24]1[S:25][CH:26]=[CH:27][N:28]=1)([O-:3])=[O:2]. Procedure: Reaction of 1-nitro-2-methylthio-2-[2-((4-methyl-5-imidazolyl)methylthio)ethylamino]ethylene with an excess of 2-[(2-aminoethyl)thiomethyl]thiazole according to the procedure of Example 3, results in the production of 1-nitro-2-[2-((4-methyl-5-imidazolyl)methylthio)ethylamino]-2-[2-(2-thiazolylmethylthio)ethylamino]ethylene, m.p. 119°-120° (from acetonitrile).